The task is: describe an organic reaction: reactants, conditions, products, and yield. This data is from the Open Reaction Database (ORD), a public repository of structured organic reaction records. Starting materials: ClC1=C(C(=CC(=C1)OC)Cl)Br (1,3-dichloro-5-methoxy-2-bromobenzene), FC(C1=CC(=CC=C1)N1CCNCC1)(F)F (1-(α,α,α-trifluoro-meta-tolyl)piperazine), C1(=CC=CC=C1)OP(=O)(OC1=CC=CC=C1)C1=C(C2=CC=CC=C2C=C1)C1=C(C=CC2=CC=CC=C12)P(=O)(OC1=CC=CC=C1)OC1=CC=CC=C1 (racemic-2,2′-bis(diphenylphosphono)-1,1′-binaphthyl), CC(C)([O-])C.[Na+] (sodium tert-butoxide). Reagents/catalysts: C=1C=CC(=CC1)/C=C/C(=O)/C=C/C2=CC=CC=C2.C=1C=CC(=CC1)/C=C/C(=O)/C=C/C2=CC=CC=C2.C=1C=CC(=CC1)/C=C/C(=O)/C=C/C2=CC=CC=C2.[Pd].[Pd] (tris(dibenzylideneacetone)dipalladium(0)). The solvent is C1(=CC=CC=C1)C (toluene). Reaction conditions: temperature 100 celsius. The product is ClC1=C(C(=CC(=C1)OC)Cl)N1CCN(CC1)C1=CC(=CC=C1)C(F)(F)F (1,3-dichloro-5-methoxy-2-{4-[3-(trifluoromethyl)phenyl]piperazinyl}benzene). Yield: 54.0%. Reaction SMILES: [Cl:1][C:2]1[CH:7]=[C:6]([O:8][CH3:9])[CH:5]=[C:4]([Cl:10])[C:3]=1Br.[F:12][C:13]([F:27])([F:26])[C:14]1[CH:19]=[CH:18][CH:17]=[C:16]([N:20]2[CH2:25][CH2:24][NH:23][CH2:22][CH2:21]2)[CH:15]=1.C1(OP(C2C=CC3C(=CC=CC=3)C=2C2C3C(=CC=CC=3)C=CC=2P(OC2C=CC=CC=2)(OC2C=CC=CC=2)=O)(OC2C=CC=CC=2)=O)C=CC=CC=1.CC(C)([O-])C.[Na+]>C1(C)C=CC=CC=1.C1C=CC(/C=C/C(/C=C/C2C=CC=CC=2)=O)=CC=1.C1C=CC(/C=C/C(/C=C/C2C=CC=CC=2)=O)=CC=1.C1C=CC(/C=C/C(/C=C/C2C=CC=CC=2)=O)=CC=1.[Pd].[Pd]>[Cl:1][C:2]1[CH:7]=[C:6]([O:8][CH3:9])[CH:5]=[C:4]([Cl:10])[C:3]=1[N:23]1[CH2:22][CH2:21][N:20]([C:16]2[CH:17]=[CH:18][CH:19]=[C:14]([C:13]([F:26])([F:27])[F:12])[CH:15]=2)[CH2:25][CH2:24]1 |f:3.4,6.7.8.9.10|. Procedure: A stirred mixture of 2.5 grams (0.0096 mole) of 1,3-dichloro-5-methoxy-2-bromobenzene (known compound), 0.18 mL (0.0096 mole) of 1-(α,α,α-trifluoro-meta-tolyl)piperazine (known compound), 0.18 gram (0.0002 mole) of tris(dibenzylideneacetone)dipalladium(0), 0.36 gram (0.0006 mole) of racemic-2,2′-bis(diphenylphosphono)-1,1′-binaphthyl, and 1.66 grams (0.017 mole) of sodium tert-butoxide in 100 mL of toluene was heated at 100° C. for about 60 hours. After this time, the reaction mixture was cooled... Reactants: O=C(OCC)C=1C=CC=C(O)C1. The reagents and catalysts are N=1C=CC(=CC1C=2N=CC=C(C2)C(C)(C)C)C(C)(C)C, O1B(OC(C)(C)C1(C)C)B2OC(C)(C)C(O2)(C)C, O1BOC(C)(C)C1(C)C, C[OH2+].C[OH2+].C1CC=CCCC=C1.C1CC=CCCC=C1.[Ir].[Ir]. Solvent: C1CCCCC1. Conditions: temperature 80 celsius, time 5 hour. Product: O=C(OCC)C=1C=C(O)C=C(C1)B2OC(C)(C)C(O2)(C)C, O=C(OCC)C1=CC=C(B2OC(C)(C)C(O2)(C)C)C(O)=C1. Isolated yield 18.0%. Starting materials: ClC(=CC(CCOC1=CC=C(C=C1)Cl)(C)C)OC1=CC=C(C=C1)Cl (1-chloro-3,3-dimethyl-1,5-di-(4-chlorophenoxy)-1-pentene), C(C)O (ethanol). Run in Cl (hydrochloric acid). Yields the product ClCC(C(CCOC1=CC=C(C=C1)Cl)(C)C)=O (1-chloro-5-(4-chlorophenoxy)-3,3-dimethyl-2-pentanone). The yield is 88.0%. RXN SMILES: [Cl:1][C:2](OC1C=CC(Cl)=CC=1)=[CH:3][C:4]([CH3:16])([CH3:15])[CH2:5][CH2:6][O:7][C:8]1[CH:13]=[CH:12][C:11]([Cl:14])=[CH:10][CH:9]=1.C([OH:27])C>Cl>[Cl:1][CH2:2][C:3](=[O:27])[C:4]([CH3:16])([CH3:15])[CH2:5][CH2:6][O:7][C:8]1[CH:13]=[CH:12][C:11]([Cl:14])=[CH:10][CH:9]=1. Procedure: 580 g (1.5 mols) of 1-chloro-3,3-dimethyl-1,5-di-(4-chlorophenoxy)-1-pentene in 1,000 ml of ethanol and 300 ml of concentrated hydrochloric acid are heated under reflux for 4 hours. The ethanol is removed in vacuo, and the residue is diluted with methylene chloride and extracted by shaking with water, and then three times with dilute sodium hydroxide solution. The dried solution is freed of solvent in vacuo. 363 g (88% of theory) of 1-chloro-5-(4-chlorophenoxy)-3,3-dimethyl-2-pentanone are obtai... The reactants are CN1CCN(c2ccc(C(=O)O)cc2F)CC1, N#Cc1ccc(C(=O)Nc2ccc(Cl)c(N)c2)cc1, O, O=P(Cl)(Cl)Cl, c1ccncc1. Yields the product CN1CCN(c2ccc(C(=O)Nc3cc(NC(=O)c4ccc(C#N)cc4)ccc3Cl)cc2F)CC1. As a reaction SMILES: [F:25][c:26]1[cH:27][c:28]([C:29](=[O:30])[OH:31])[cH:32][cH:33][c:34]1[N:35]1[CH2:36][CH2:37][N:38]([CH3:41])[CH2:39][CH2:40]1.[NH2:6][c:7]1[cH:8][c:9]([NH:14][C:15]([c:16]2[cH:17][cH:18][c:19]([C:22]#[N:23])[cH:20][cH:21]2)=[O:24])[cH:10][cH:11][c:12]1[Cl:13].[OH2:48].[P:1]([Cl:2])([Cl:3])([Cl:4])=[O:5].[cH:42]1[cH:43][cH:44][n:45][cH:46][cH:47]1>>[NH:6]([c:7]1[cH:8][c:9]([NH:14][C:15]([c:16]2[cH:17][cH:18][c:19]([C:22]#[N:23])[cH:20][cH:21]2)=[O:24])[cH:10][cH:11][c:12]1[Cl:13])[C:29]([c:28]1[cH:27][c:26]([F:25])[c:34]([N:35]2[CH2:36][CH2:37][N:38]([CH3:41])[CH2:39][CH2:40]2)[cH:33][cH:32]1)=[O:30].